Dataset: the Open Reaction Database (ORD), a public repository of structured organic reaction records. Task: describe an organic reaction: reactants, conditions, products, and yield Reactants: N1(C=NC=C1)CC=CC1=CC(=C(C(=O)OC)C=C1)C1=CC=C(C=C1)F (methyl 4-[3-(imidazol-1-yl)prop-1-en-1-yl]-2-(4-fluorophenyl)benzoate), [Br-].FC1=CC=C(CCC2=C(C=C(C[P+](C3=CC=CC=C3)(C3=CC=CC=C3)C3=CC=CC=C3)C=C2)C(=O)OC)C=C1 (4-(4-fluorophenethyl)-3-methoxycarbonylbenzyl triphenylphosphonium bromide). Product: N1(C=NC=C1)CC=CC=1C=CC(=C(C(=O)OC)C1)CCC1=CC=C(C=C1)F (Methyl 5-[3-(imidazol-1-yl)prop-1-en-1-yl]-2-(4-fluorophenethyl)benzoate). Yield: 70.0%. As a reaction SMILES: [N:1]1([CH2:6][CH:7]=CC2C=CC(C(OC)=O)=C(C3C=CC(F)=CC=3)C=2)[CH:5]=[CH:4][N:3]=[CH:2]1.[Br-].[F:27][C:28]1[CH:65]=[CH:64][C:31]([CH2:32][CH2:33][C:34]2[CH:59]=[CH:58][C:37]([CH2:38][P+](C3C=CC=CC=3)(C3C=CC=CC=3)C3C=CC=CC=3)=[CH:36][C:35]=2[C:60]([O:62][CH3:63])=[O:61])=[CH:30][CH:29]=1>>[N:1]1([CH2:6][CH:7]=[CH:38][C:37]2[CH:58]=[CH:59][C:34]([CH2:33][CH2:32][C:31]3[CH:30]=[CH:29][C:28]([F:27])=[CH:65][CH:64]=3)=[C:35]([CH:36]=2)[C:60]([O:62][CH3:63])=[O:61])[CH:5]=[CH:4][N:3]=[CH:2]1 |f:1.2|. Procedure details: Methyl 5-[3-(imidazol-1-yl)prop-1-en-1-yl]-2-(4-fluorophenethyl)benzoate was prepared in a similar way to that described for methyl 4-[3-(imidazol-1-yl)prop-1-en-1-yl]-2-(4-fluorophenyl)benzoate in Example 2 but using 4-(4-fluorophenethyl)-3-methoxycarbonylbenzyl triphenylphosphonium bromide instead of 3-(4-fluorophenyl)4-methoxycarbonylbenzyl triphenylphosphonium bromide. Yield: 70% Reactants: CC#N, Cc1ccccc1, O=C(Cl)c1ccccc1Cl, N#C[Cu]. As a reaction SMILES: [CH3:14][C:15]#[N:16].[CH3:17][c:18]1[cH:19][cH:20][cH:21][cH:22][cH:23]1.[Cl:1][C:2](=[O:3])[c:4]1[cH:5][cH:6][cH:7][cH:8][c:9]1[Cl:10].[Cu:11][C:12]#[N:13]>>[C:2](=[O:3])([c:4]1[cH:5][cH:6][cH:7][cH:8][c:9]1[Cl:10])[C:12]#[N:13]. Product: N#CC(=O)c1ccccc1Cl. Starting materials: CCO, C=Cc1cccnc1C(=O)OC, [H][H]. Product: CCc1cccnc1C(=O)OC. RXN SMILES: [CH3:15][CH2:16][OH:17].[CH:1](=[CH2:2])[c:3]1[c:4]([C:9](=[O:10])[O:11][CH3:12])[n:5][cH:6][cH:7][cH:8]1.[H:13][H:14]>>[CH2:1]([CH3:2])[c:3]1[c:4]([C:9](=[O:10])[O:11][CH3:12])[n:5][cH:6][cH:7][cH:8]1. The reactants are Cc1cc2c(cc1-c1cnc(N)cn1)OC(F)(F)O2, O=C(Cl)c1ccccc1F. Product: Cc1cc2c(cc1-c1cnc(NC(=O)c3ccccc3F)cn1)OC(F)(F)O2. RXN SMILES: [F:1][C:2]1([F:19])[O:3][c:4]2[c:5]([cH:7][c:8]([CH3:18])[c:9](-[c:11]3[n:12][cH:13][c:14]([NH2:17])[n:15][cH:16]3)[cH:10]2)[O:6]1.[F:20][c:21]1[c:22]([C:23](=[O:24])[Cl:25])[cH:26][cH:27][cH:28][cH:29]1>>[F:1][C:2]1([F:19])[O:3][c:4]2[c:5]([cH:7][c:8]([CH3:18])[c:9](-[c:11]3[n:12][cH:13][c:14]([NH:17][C:23]([c:22]4[c:21]([F:20])[cH:29][cH:28][cH:27][cH:26]4)=[O:24])[n:15][cH:16]3)[cH:10]2)[O:6]1. Reactants: CC=1C(=NC(=NC1)NC1=CC(=CC=C1)N1CCN(CC1)C)NC1=C(C(=O)OCC)C=CC=C1 (Ethyl 2-[(5-methyl-2-{[3-(4-methyl-1-piperazinyl)phenyl]amino}-4-pyrimidinyl)amino]benzoate), N1C[C@H](CC1)O ((S)-(+)-3-pyrrolidinol). Conditions: temperature 125 celsius, time 18 hour. The product is CC=1C(=NC(=NC1)NC1=CC(=CC=C1)N1CCN(CC1)C)NC1=C(C=CC=C1)C(=O)N1C[C@H](CC1)O ((3S)-1-({2-[(5-methyl-2-{[3-(4-methyl-1-piperazinyl)phenyl]amino}-4-pyrimidinyl)amino]phenyl}carbonyl)-3-pyrrolidinol). Reaction SMILES: [CH3:1][C:2]1[C:3]([NH:22][C:23]2[CH:33]=[CH:32][CH:31]=[CH:30][C:24]=2[C:25](OCC)=[O:26])=[N:4][C:5]([NH:8][C:9]2[CH:14]=[CH:13][CH:12]=[C:11]([N:15]3[CH2:20][CH2:19][N:18]([CH3:21])[CH2:17][CH2:16]3)[CH:10]=2)=[N:6][CH:7]=1.[NH:34]1[CH2:38][CH2:37][C@H:36]([OH:39])[CH2:35]1>>[CH3:1][C:2]1[C:3]([NH:22][C:23]2[CH:33]=[CH:32][CH:31]=[CH:30][C:24]=2[C:25]([N:34]2[CH2:38][CH2:37][C@H:36]([OH:39])[CH2:35]2)=[O:26])=[N:4][C:5]([NH:8][C:9]2[CH:14]=[CH:13][CH:12]=[C:11]([N:15]3[CH2:16][CH2:17][N:18]([CH3:21])[CH2:19][CH2:20]3)[CH:10]=2)=[N:6][CH:7]=1. Reported procedure: Ethyl 2-[(5-methyl-2-{[3-(4-methyl-1-piperazinyl)phenyl]amino}-4-pyrimidinyl)amino]benzoate (120 mg., 0.27 mmol) and (S)-(+)-3-pyrrolidinol (0.65 mL, used as solvent) were combined in a vessel, which was sealed and heated with stirring at 125° C. for 18 h. The reaction was cooled to room temperature and evaporated. The residue was partitioned between ethyl acetate (10 mL) and water (10 mL). The organic layer was washed with brine, dried over magnesium sulfate, filtered and evaporated. The residu...